This data is from the Open Reaction Database (ORD), a public repository of structured organic reaction records. The task is: describe an organic reaction: reactants, conditions, products, and yield Reactants: Cl (hydrochloric acid), O1CCCC1 (tetrahydrofuran), COC1=CC(=C(C=C1OC)CCC(=O)N1CCN(CC1)C1=C(C=CC=C1)OC)N1C=CC=C1 (1-(3-(4,5-dimethoxy-2-(1-pyrrolyl)phenyl)-1-oxopropyl)-4-(2-methoxyphenyl)piperazine), O (water). Solvent: C(C)O (ethanol). Conditions: time 9 hour. Product: O.Cl.Cl.COC1=CC(=C(C=C1OC)CCCN1CCN(CC1)C1=C(C=CC=C1)OC)N1C=CC=C1.COC1=CC(=C(C=C1OC)CCCN1CCN(CC1)C1=C(C=CC=C1)OC)N1C=CC=C1.Cl.Cl (1-(3-(4,5-Dimethoxy-2-(1-pyrrolyl)phenyl)propyl)-4-(2-methoxyphenyl)piperazine Dihydrochloride Hemihydrate). RXN SMILES: [O:1]1CCCC1.[CH3:6][O:7][C:8]1[C:13]([O:14][CH3:15])=[CH:12][C:11]([CH2:16][CH2:17][C:18]([N:20]2[CH2:25][CH2:24][N:23]([C:26]3[CH:31]=[CH:30][CH:29]=[CH:28][C:27]=3[O:32][CH3:33])[CH2:22][CH2:21]2)=O)=[C:10]([N:34]2[CH:38]=[CH:37][CH:36]=[CH:35]2)[CH:9]=1.O.[ClH:40]>C(O)C>[OH2:1].[ClH:40].[ClH:40].[CH3:6][O:7][C:8]1[C:13]([O:14][CH3:15])=[CH:12][C:11]([CH2:16][CH2:17][CH2:18][N:20]2[CH2:25][CH2:24][N:23]([C:26]3[CH:31]=[CH:30][CH:29]=[CH:28][C:27]=3[O:32][CH3:33])[CH2:22][CH2:21]2)=[C:10]([N:34]2[CH:38]=[CH:37][CH:36]=[CH:35]2)[CH:9]=1.[CH3:6][O:7][C:8]1[C:13]([O:14][CH3:15])=[CH:12][C:11]([CH2:16][CH2:17][CH2:18][N:20]2[CH2:25][CH2:24][N:23]([C:26]3[CH:31]=[CH:30][CH:29]=[CH:28][C:27]=3[O:32][CH3:33])[CH2:22][CH2:21]2)=[C:10]([N:34]2[CH:38]=[CH:37][CH:36]=[CH:35]2)[CH:9]=1.[ClH:40].[ClH:40] |f:5.6.7.8.9.10.11|. Reported procedure: To 100 ml of tetrahydrofuran were added 18 ml of 1.0M borane-tetrahydrofuran complex and 1.14 g of 1-(3-(4,5-dimethoxy-2-(1-pyrrolyl)phenyl)-1-oxopropyl)-4-(2-methoxyphenyl)piperazine at room temperature, and the mixture was heated under reflux for 27 hours. Since it was found that the reaction had not completed, 10 ml of the borane-tetrahydrofuran complex was further added, and the refluxing was continued for additional 9 hours. After cooling to room temperature, 10 ml of water was added to the... Reactants: O=C([O-])[O-], CC(C)c1cc(C(C)C)c(-c2ccccc2P(C2CCCCC2)C2CCCCC2)c(C(C)C)c1, COc1cc(Cl)nc(SCc2cccc(F)c2F)n1, [Cs+], [Cs+], NCc1ccc(S(N)(=O)=O)cc1, O=C(C=Cc1ccccc1)C=Cc1ccccc1, C1COCCO1, O=C(C=Cc1ccccc1)C=Cc1ccccc1, O=C(C=Cc1ccccc1)C=Cc1ccccc1, [Pd], [Pd]. The product is COc1cc(NS(=O)(=O)c2ccc(CN)cc2)nc(SCc2cccc(F)c2F)n1. RXN SMILES: [C:47](=[O:48])([O-:49])[O-:50].[CH:13]1([P:14]([CH:15]2[CH2:16][CH2:17][CH2:18][CH2:19][CH2:20]2)[c:21]2[cH:22][cH:23][cH:24][cH:25][c:26]2-[c:27]2[c:28]([CH:29]([CH3:30])[CH3:31])[cH:32][c:33]([CH:34]([CH3:35])[CH3:36])[cH:37][c:38]2[CH:39]([CH3:40])[CH3:41])[CH2:42][CH2:43][CH2:44][CH2:45][CH2:46]1.[Cl:53][c:54]1[n:55][c:56]([S:62][CH2:63][c:64]2[c:65]([F:71])[c:66]([F:70])[cH:67][cH:68][cH:69]2)[n:57][c:58]([O:60][CH3:61])[cH:59]1.[Cs+:51].[Cs+:52].[NH2:1][CH2:2][c:3]1[cH:4][cH:5][c:6]([S:9](=[O:10])(=[O:11])[NH2:12])[cH:7][cH:8]1.[O:116]=[C:117]([CH:118]=[CH:119][c:120]1[cH:121][cH:122][cH:123][cH:124][cH:125]1)[CH:126]=[CH:127][c:128]1[cH:129][cH:130][cH:131][cH:132][cH:133]1.[O:72]1[CH2:73][CH2:74][O:75][CH2:76][CH2:77]1.[O:80]=[C:81]([CH:82]=[CH:83][c:84]1[cH:85][cH:86][cH:87][cH:88][cH:89]1)[CH:90]=[CH:91][c:92]1[cH:93][cH:94][cH:95][cH:96][cH:97]1.[O:98]=[C:99]([CH:100]=[CH:101][c:102]1[cH:103][cH:104][cH:105][cH:106][cH:107]1)[CH:108]=[CH:109][c:110]1[cH:111][cH:112][cH:113][cH:114][cH:115]1.[Pd:78].[Pd:79]>>[NH2:1][CH2:2][c:3]1[cH:4][cH:5][c:6]([S:9](=[O:10])(=[O:11])[NH:12][c:54]2[n:55][c:56]([S:62][CH2:63][c:64]3[c:65]([F:71])[c:66]([F:70])[cH:67][cH:68][cH:69]3)[n:57][c:58]([O:60][CH3:61])[cH:59]2)[cH:7][cH:8]1. Starting materials: BrC1=C(C=2C(=[N+](ON2)[O-])C=C1)Cl (5-bromo-4-chlorobenzo[c][1,2,5]oxadiazole 1-oxide), P(OCC)(OCC)OCC (triethyl phosphite). Solvent: C(C)O (ethanol). Reaction conditions: time 20 minute. The product is BrC1=C(C=2C(=NON2)C=C1)Cl (5-Bromo-4-chlorobenzo[c][1,2,5]oxadiazole). The yield is 50.2%. As a reaction SMILES: [Br:1][C:2]1[CH:11]=[CH:10][C:5]2=[N+:6]([O-])[O:7][N:8]=[C:4]2[C:3]=1[Cl:12].P(OCC)(OCC)OCC>C(O)C>[Br:1][C:2]1[CH:11]=[CH:10][C:5]2=[N:6][O:7][N:8]=[C:4]2[C:3]=1[Cl:12]. Procedure: The crude 5-bromo-4-chlorobenzo[c][1,2,5]oxadiazole 1-oxide (3.2 g, 12.8 mmol) was stirred in 50 ml ethanol, treated with triethyl phosphite (3.2 g, 19 mmol) and heated to reflux for 5 h. After cooling, the volatiles were removed by rotary evaporation, the residue was taken up in 75 mL dichloromethane and stirred with 20 mL bleach solution for 20 min. The organic phase was washed with 10 mL saturated NaCl, dried (Na2SO4) and evaporated. The crude material was purified by flash chromatography on ... Starting materials: OC1=NC=C(N=C1C)Br (2-hydroxy-3-methyl-5-bromopyrazine), P(=O)(Br)(Br)Br (phosphorus oxybromide), crude product. Run at temperature 175 celsius. Yields the product BrC1=NC=C(N=C1C)Br (2,5-dibromo-3-methylpyrazine). As a reaction SMILES: O[C:2]1[C:7]([CH3:8])=[N:6][C:5]([Br:9])=[CH:4][N:3]=1.P(Br)(Br)([Br:12])=O>>[Br:12][C:2]1[C:7]([CH3:8])=[N:6][C:5]([Br:9])=[CH:4][N:3]=1. Procedure details: A mixture of 2-hydroxy-3-methyl-5-bromopyrazine and phosphorus oxybromide is heated at about 175° C. for several hours with constant stirring. After hydrolysis of the solution on ice the crude product is extracted with ether and distilled. The distillate is refluxed with phosphorus tribromide for several hours and, after cooling, the solution is hydrolyzed on ice and the product extracted with ether, the ether removed in vacuo to give 2,5-dibromo-3-methylpyrazine. Starting materials: ClC=1C=C(C(=CC1Cl)N)N (4,5-dichloro-benzene-1,2-diamine), S1C2=C(C=C1S(=O)(=O)Cl)C=CC=C2 (Benzo[b]thiophene-2-sulfonyl chloride). Yields the product ClC1=CC(=C(C=C1Cl)NS(=O)(=O)C=1SC2=C(C1)C=CC=C2)NS(=O)(=O)C=2SC1=C(C2)C=CC=C1 (N,N′-(4,5-Dichloro-1,2-phenylene)bis(1-benzothiophene-2-sulfonamide)). The yield is 63.8%. As a reaction SMILES: [Cl:1][C:2]1[CH:3]=[C:4]([NH2:10])[C:5]([NH2:9])=[CH:6][C:7]=1[Cl:8].[S:11]1[C:15]([S:16](Cl)(=[O:18])=[O:17])=[CH:14][C:13]2[CH:20]=[CH:21][CH:22]=[CH:23][C:12]1=2>>[Cl:1][C:2]1[C:7]([Cl:8])=[CH:6][C:5]([NH:9][S:16]([C:15]2[S:11][C:12]3[CH:23]=[CH:22][CH:21]=[CH:20][C:13]=3[CH:14]=2)(=[O:18])=[O:17])=[C:4]([NH:10][S:16]([C:15]2[S:11][C:12]3[CH:23]=[CH:22][CH:21]=[CH:20][C:13]=3[CH:14]=2)(=[O:17])=[O:18])[CH:3]=1. Procedure details: N,N′-(4,5-Dichloro-1,2-phenylene)bis(1-benzothiophene-2-sulfonamide) (120 mg) was prepared by using 4,5-dichloro-benzene-1,2-diamine (0.06 g, 0.33 mmol) and Benzo[b]thiophene-2-sulfonyl chloride (0.157 g, 0.67 mmol), following procedure as in Example 32. Starting materials: COc1ccc(C2OCC(C)(C)CO2)cc1Br, C1CCOC1, [Cl-], O=C1Nc2ccc(Cl)cc2C1=O, O=C1Nc2ccc(Cl)cc2C1=O, [H-], I, [Mg], [NH4+], [Na+], [Na]. The product is COc1ccc(C2OCC(C)(C)CO2)cc1C1(O)C(=O)Nc2ccc(Cl)cc21. Reaction SMILES: [Br:3][c:4]1[cH:5][c:6]([CH:12]2[O:13][CH2:14][C:15]([CH3:18])([CH3:19])[CH2:16][O:17]2)[cH:7][cH:8][c:9]1[O:10][CH3:11].[CH2:49]1[O:50][CH2:51][CH2:52][CH2:53]1.[Cl-:47].[Cl:21][c:22]1[cH:23][c:24]2[c:28]([cH:29][cH:30]1)[NH:27][C:26](=[O:31])[C:25]2=[O:32].[Cl:33][c:34]1[cH:35][c:36]2[c:37]([cH:38][cH:39]1)[NH:40][C:41](=[O:42])[C:43]2=[O:44].[H-:45].[I:2].[Mg:1].[NH4+:48].[Na+:46].[Na:20]>>[c:4]1([C:25]2([OH:32])[c:24]3[cH:23][c:22]([Cl:21])[cH:30][cH:29][c:28]3[NH:27][C:26]2=[O:31])[cH:5][c:6]([CH:12]2[O:13][CH2:14][C:15]([CH3:18])([CH3:19])[CH2:16][O:17]2)[cH:7][cH:8][c:9]1[O:10][CH3:11]. Reactants: O (water), [OH-].[K+] (potassium hydroxide), [Cl-].[Li+] (lithium chloride), ClC(C(O)C=1SC=CC1)(Cl)Cl (α-trichloromethyl-2-thiophenemethanol), O (water). The solvent is O1CCOCC1 (dioxane), C(C)OCC (diethylether). Conditions: time 12 hour. Yields the product S1C(=CC=C1)C(C(=O)O)O (2-thiopheneglycolic acid). As a reaction SMILES: [OH2:1].[OH-:2].[K+].[Cl-].[Li+].Cl[C:7](Cl)(Cl)[CH:8]([C:10]1[S:11][CH:12]=[CH:13][CH:14]=1)[OH:9]>O1CCOCC1.C(OCC)C>[S:11]1[CH:12]=[CH:13][CH:14]=[C:10]1[CH:8]([OH:9])[C:7]([OH:2])=[O:1] |f:1.2,3.4|. Procedure details: Into 2.4 ml of water, potassium hydroxide (0.67 g, 12 mmol) and lithium chloride (0.254 g, 6 mmol) were dissolved. Then, into the solution above, α-trichloromethyl-2-thiophenemethanol (0.693 g, 3 mmol) solution in dioxane (2.4 ml) was added and agitation was conducted for 12 hr. at room temperature and for 3 hr. at 80° C. Thereafter, water (20 ml) was added thereto and diethylether was further added into the reaction mixture. The ether soluble part was separated. The water layer was acidified wi... Starting materials: C(C)(=O)OC1C=CCC1 (2-Cyclopentenyl acetate), C(CCC)O (n-butanol), CC(=O)C (acetone). Reagents/catalysts: S(=O)(=O)(O)[O-].C(CCC)[N+](CCCC)(CCCC)CCCC (tetrabutylammonium hydrogen sulfate). Solvent: O (water). Yields the product C1(C=CCC1)OCCCC (n-Butyl 2-cyclopentenyl ether). As a reaction SMILES: [C:1]([O:4][CH:5]1[CH2:9][CH2:8][CH:7]=[CH:6]1)(=O)[CH3:2].[CH2:10](O)[CH2:11]CC.CC(C)=O>S([O-])(O)(=O)=O.C([N+](CCCC)(CCCC)CCCC)CCC.O>[CH:5]1([O:4][CH2:1][CH2:2][CH2:10][CH3:11])[CH2:9][CH2:8][CH:7]=[CH:6]1 |f:3.4|. Procedure details: 2-Cyclopentenyl acetate (0.30 g) and n-butanol (0.40 g) were mixed and stirred vigorously at 40° C. for 4 hours with a solution of 0.020 g of tetrabutylammonium hydrogen sulfate in 0.25 g of water. At the end of the reaction period acetone was added to give a single phase, and the solution was analyzed by gas chromatography using an Apiezon column programmed at 60°-220° C. Peaks for the cyclic compounds had the following relative areas.